The task is: describe an organic reaction: reactants, conditions, products, and yield. This data is from the Open Reaction Database (ORD), a public repository of structured organic reaction records. Reactants: COC(C(C1=CC=C(C=C1)O)=O)=O (4-hydroxy-alpha-oxobenzeneacetic acid methyl ester), S(C)(=O)(=O)[O-] (mesylate), C1(=CC=CC2=CC=CC=C12)OCCO (2-(1-naphthyloxy)ethanol), [H-].[Na+] (sodium hydride). The solvent is CN(C=O)C (dimethylformamide). Reaction conditions: temperature 60 celsius, time 15 minute. The product is COC(C(C1=CC=CC=C1)=O)=O (alpha-oxobenzeneacetic acid methyl ester). As a reaction SMILES: [CH3:1][O:2][C:3](=[O:13])[C:4](=[O:12])[C:5]1[CH:10]=[CH:9][C:8](O)=[CH:7][CH:6]=1.[H-].[Na+].S([O-])(=O)(=O)C.C1(OCCO)C2C(=CC=CC=2)C=CC=1>CN(C)C=O>[CH3:1][O:2][C:3](=[O:13])[C:4](=[O:12])[C:5]1[CH:6]=[CH:7][CH:8]=[CH:9][CH:10]=1 |f:1.2|. Reported procedure: A stirred mixture of 4-hydroxy-alpha-oxobenzeneacetic acid methyl ester (0.724 g) in dimethylformamide (10 mL) under argon was treated with 55% sodium hydride (0.175 g), stirred for 15 minutes and treated with the mesylate of 2-(1-naphthyloxy)ethanol (1.37 g). The mixture was heated at 60° C. overnight and worked up as in Example 20. The material was purified by HPLC (dichloromethane-hexane; 4:1 ) and crystallized from diethyl etherhexane to provide 0.8 g of 4-[2-(1-naphthalenyloxy)ethyl]oxy]-al...